This data is from the Open Reaction Database (ORD), a public repository of structured organic reaction records. The task is: describe an organic reaction: reactants, conditions, products, and yield Starting materials: ClC1=CC=NC=C1 (4-Chloro-pyridine), [H-].[K+] (Potassium hydride), ClC1=NC=CC(=C1)OC1=C(C=C(C=C1)NC(CC(=O)NC1=CC=C(C=C1)F)=O)F (N1-(4-(2-Chloropyridin-4-yloxy)-3-fluorophenyl)-N3-(4-fluorophenyl)malonamide), ClC1=NC=CC(=C1)OC1=C(C=C(C=C1)NC(CC(=O)NC1=CC=C(C=C1)F)=O)F (N1-(4-(2-Chloropyridin-4-yloxy)-3-fluorophenyl)-N3-(4-fluorophenyl)malonamide). Solvent: CN(C)C=O (DMF). Conditions: temperature 150 celsius, time 15 minute. Yields the product FC=1C=C(C=CC1OC1=CC=NC=C1)N (3-Fluoro-4-(pyridin-4-yloxy)benzenamine). RXN SMILES: [H-].[K+].Cl[C:4]1[CH:9]=[C:8]([O:10][C:11]2[CH:16]=[CH:15][C:14]([NH:17]C(=O)CC(NC3C=CC(F)=CC=3)=O)=[CH:13][C:12]=2[F:31])[CH:7]=[CH:6][N:5]=1.ClC1C=CN=CC=1>CN(C=O)C>[F:31][C:12]1[CH:13]=[C:14]([NH2:17])[CH:15]=[CH:16][C:11]=1[O:10][C:8]1[CH:9]=[CH:4][N:5]=[CH:6][CH:7]=1 |f:0.1|. Procedure: Potassium hydride (30%, 0.520 g, 3.90 mmol, 3.0 eq) was added to a solution of 2-fluoro-4-aminophenol (Compound A of Example 20, 0.254 g, 2.00 mmol, 1.5 eq) in DMF (5.0 mL) at room temperature and the reaction mixture was stirred for 15 minutes. 4-Chloro-pyridine (Aldrich, 0.200 g, 1.30 mmol, 1.0 eq) was added and the reaction mixture was heated to 150° C. for 2 h. The reaction mixture was cooled to room temperature, quenched with 1N NaOH and the solution extracted with ethyl acetate (3×50 mL). ... The reactants are [Br-], CC(C)n1nc(Br)c2ccc(CO)cc2c1=O, C[Si](C)(C)Br, CC#N, [Li+]. Yields the product CC(C)n1nc(Br)c2ccc(CBr)cc2c1=O. As a reaction SMILES: [Br-:23].[Br:1][c:2]1[n:3][n:4]([CH:15]([CH3:16])[CH3:17])[c:5](=[O:14])[c:6]2[cH:7][c:8]([CH2:12][OH:13])[cH:9][cH:10][c:11]12.[CH3:18][Si:19]([CH3:20])([CH3:21])[Br:22].[CH3:25][C:26]#[N:27].[Li+:24]>>[Br:1][c:2]1[n:3][n:4]([CH:15]([CH3:16])[CH3:17])[c:5](=[O:14])[c:6]2[cH:7][c:8]([CH2:12][Br:22])[cH:9][cH:10][c:11]12.